Dataset: the Open Reaction Database (ORD), a public repository of structured organic reaction records. Task: describe an organic reaction: reactants, conditions, products, and yield Reactants: C1COCCN1C2=CC=CC=C2C#N (2-(4-morpholino)benzonitrile), Cl.CNO (N-methylhydroxylamine hydrochloride), C([O-])([O-])=O.[Na+].[Na+] (sodium carbonate). Run in O.C(C)O (water ethanol). Run at temperature 90 celsius, time 8 hour. Yields the product ON(C(C1=C(C=CC=C1)N1CCOCC1)=N)C (N-Hydroxy-N-methyl-2-morpholin-4-yl-benzamidine). The yield is 80.8%. RXN SMILES: [CH2:1]1[N:6]([C:7]2[C:12]([C:13]#[N:14])=[CH:11][CH:10]=[CH:9][CH:8]=2)[CH2:5][CH2:4]OC1.Cl.[CH3:16][NH:17][OH:18].[C:19](=[O:22])([O-])[O-].[Na+].[Na+]>O.C(O)C>[OH:18][N:17]([CH3:16])[C:13](=[NH:14])[C:12]1[CH:11]=[CH:10][CH:9]=[CH:8][C:7]=1[N:6]1[CH2:1][CH2:19][O:22][CH2:4][CH2:5]1 |f:1.2,3.4.5,6.7|. Procedure: To a stirred solution of 2-(4-morpholino)benzonitrile (3.76 g, 20 mmol) and N-methylhydroxylamine hydrochloride (3.34 g, 40.0 mmol) in 1:1 water/ethanol (100 mL) was added sodium carbonate (2.12 g, 20 mmol) and the resulting mixture stirred at 90° C. overnight. After cooling and concentrating, the resulting residue was suspended in MeOH/CHCl3 (1:9). The insoluble solids were removed by filtration and concentration of the mother liquor gave the title product as an amber oil (3.8 g) that was carri...